Dataset: the Open Reaction Database (ORD), a public repository of structured organic reaction records. Task: describe an organic reaction: reactants, conditions, products, and yield Starting materials: C(C)OC(COC1=C(C=C(C=C1)S(=O)(=O)Cl)CCC)=O ((4-chlorosulfonyl-2-propyl-phenoxy)-acetic acid ethyl ester), [Sn] (tin), Cl (HCl). Solvent: C(C)O (ethanol). Yields the product C(C)OC(COC1=C(C=C(C=C1)S)CCC)=O ((4-Mercapto-2-propyl-phenoxy)-acetic acid ethyl ester). Reaction SMILES: [CH2:1]([O:3][C:4](=[O:20])[CH2:5][O:6][C:7]1[CH:12]=[CH:11][C:10]([S:13](Cl)(=O)=O)=[CH:9][C:8]=1[CH2:17][CH2:18][CH3:19])[CH3:2].[Sn].Cl>C(O)C>[CH2:1]([O:3][C:4](=[O:20])[CH2:5][O:6][C:7]1[CH:12]=[CH:11][C:10]([SH:13])=[CH:9][C:8]=1[CH2:17][CH2:18][CH3:19])[CH3:2] |^3:20|. Reported procedure: A mixture of (4-chlorosulfonyl-2-propyl-phenoxy)-acetic acid ethyl ester (1.12 g, 3.5 mmol), tin powder (2.1 g) and HCl (4.0 M in dioxane, 4.4 mL) in ethanol (4.4 mL) was refluxed for 4 h, the mixture was poured into ice, extracted with methylene chloride. The combined organic layers were washed with brine, dried over sodium sulfate, concentrated to give the title compound, which was used for next step without purification. Reactants: FC=1C=C(C=C(C1)F)C=1N(C(=NN1)NC)C (5-(3,5-difluorophenyl)-N,4-dimethyl-4H-1,2,4-triazol-3-amine), [H-].[Na+] (NaH), CS(=O)(=O)OC(C)C1=NOC(=N1)C1=CC(=CC=C1)Cl (1-[5-(3-chlorophenyl)-1,2,4-oxadiazol-3-yl]ethyl methanesulfonate). The solvent is CN(C)C=O (DMF), CN(C)C=O (DMF), [NH4+].[Cl-] (NH4Cl). Yields the product ClC=1C=C(C=CC1)C1=NC(=NO1)C(C)N(C1=NN=C(N1C)C1=CC(=CC(=C1)F)F)C (racemic N-{1-[5-(3-chlorophenyl)-1,2,4-oxadiazol-3-yl]ethyl}-5-(3,5-difluorophenyl)-N,4-dimethyl-4H-1,2,4-triazol-3-amine). Yield: 44.2%. Reaction SMILES: [F:1][C:2]1[CH:3]=[C:4]([C:9]2[N:10]([CH3:16])[C:11]([NH:14][CH3:15])=[N:12][N:13]=2)[CH:5]=[C:6]([F:8])[CH:7]=1.[H-].[Na+].CS(O[CH:24]([C:26]1[N:30]=[C:29]([C:31]2[CH:36]=[CH:35][CH:34]=[C:33]([Cl:37])[CH:32]=2)[O:28][N:27]=1)[CH3:25])(=O)=O>CN(C=O)C.[NH4+].[Cl-]>[Cl:37][C:33]1[CH:32]=[C:31]([C:29]2[O:28][N:27]=[C:26]([CH:24]([N:14]([CH3:15])[C:11]3[N:10]([CH3:16])[C:9]([C:4]4[CH:5]=[C:6]([F:8])[CH:7]=[C:2]([F:1])[CH:3]=4)=[N:13][N:12]=3)[CH3:25])[N:30]=2)[CH:36]=[CH:35][CH:34]=1 |f:1.2,5.6|. Procedure details: To a solution of 5-(3,5-difluorophenyl)-N,4-dimethyl-4H-1,2,4-triazol-3-amine (0.47 g, 2.10 mmol) in DMF (10 ml) at r.t. under nitrogen was added NaH (77 mg, 3.20 mmol).After stirring for 15 min. a solution of 1-[5-(3-chlorophenyl)-1,2,4-oxadiazol-3-yl]ethyl methanesulfonate (0.70 g, 2.30 mmol) in DMF 10 ml was added. After 3 h the mixture was diluted with sat. NH4Cl solution and then extracted with EA. The organic phase was washed with H2O and brine, dried and evaporated. Purification by silica... Reactants: P(Cl)(Cl)Cl (PCl3), OC=1C(=CC=C2C=CC=NC12)C(=O)O (8-hydroxyquinoline-7-carboxylic acid), NC=1SC2=C(N1)C=CC(=C2)Cl (2-Amino-6-chlorobenzothiazole). The solvent is O (H2O), xylenes. Conditions: time 15 minute. The product is ClC1=CC2=C(N=C(S2)NC(=O)C2=CC=C3C=CC=NC3=C2O)C=C1 (N(6-Chloro-2-benzothiazolyl)-8-hydroxy-7-quinolinecarboxamide). Yield: 54.9%. RXN SMILES: [OH:1][C:2]1[C:3]([C:12]([OH:14])=O)=[CH:4][CH:5]=[C:6]2[C:11]=1[N:10]=[CH:9][CH:8]=[CH:7]2.P(Cl)(Cl)Cl.[NH2:19][C:20]1[S:21][C:22]2[CH:28]=[C:27]([Cl:29])[CH:26]=[CH:25][C:23]=2[N:24]=1>O>[Cl:29][C:27]1[CH:26]=[CH:25][C:23]2[N:24]=[C:20]([NH:19][C:12]([C:3]3[C:2]([OH:1])=[C:11]4[C:6]([CH:7]=[CH:8][CH:9]=[N:10]4)=[CH:5][CH:4]=3)=[O:14])[S:21][C:22]=2[CH:28]=1. Procedure: A solution of 8-hydroxyquinoline-7-carboxylic acid (0.30 g) of Preparation 1 in 75 mL xylenes is heated to reflux. PCl3 (0.07 mL) is added dropwise and the mixture stirred for 15 minutes. 2-Amino-6-chlorobenzothiazole (0.31 g) is added in one portion and the reaction refluxed overnight. The reaction is cooled to room temperature and H2O is added to quench excess PCl3. After stirring the solution for 30 minutes, a yellow solid is filtered, dried, and recrystallized from DMSO to give the title pro... Reactants: CC(C)(C)OC(=O)CBr, O=C([O-])[O-], CCCC[N+](CCCC)(CCCC)CCCC, CC(=O)O, CN(C)C=O, O=c1c(C2=NS(=O)(=O)c3cc(O)ccc3N2)c(O)c2ccccc2n1NCC1CC1, [I-], [K+], [K+], O. The product is CC(C)(C)OC(=O)COc1ccc2c(c1)S(=O)(=O)N=C(c1c(O)c3ccccc3n(NCC3CC3)c1=O)N2. As a reaction SMILES: [Br:31][CH2:32][C:33](=[O:34])[O:35][C:36]([CH3:37])([CH3:38])[CH3:39].[C:40](=[O:41])([O-:42])[O-:43].[CH2:56]([N+:57]([CH2:58][CH2:59][CH2:60][CH3:61])([CH2:62][CH2:63][CH2:64][CH3:65])[CH2:66][CH2:67][CH2:68][CH3:69])[CH2:70][CH2:71][CH3:72].[CH3:46][C:47](=[O:48])[OH:49].[CH3:50][N:51]([CH3:52])[CH:53]=[O:54].[CH:1]1([CH2:4][NH:5][n:6]2[c:7](=[O:30])[c:8]([C:17]3=[N:18][S:19](=[O:28])(=[O:29])[c:20]4[c:21]([cH:23][cH:24][c:25]([OH:27])[cH:26]4)[NH:22]3)[c:9]([OH:16])[c:10]3[cH:11][cH:12][cH:13][cH:14][c:15]23)[CH2:2][CH2:3]1.[I-:55].[K+:44].[K+:45].[OH2:73]>>[CH:1]1([CH2:4][NH:5][n:6]2[c:7](=[O:30])[c:8]([C:17]3=[N:18][S:19](=[O:28])(=[O:29])[c:20]4[c:21]([cH:23][cH:24][c:25]([O:27][CH2:32][C:33](=[O:34])[O:35][C:36]([CH3:37])([CH3:38])[CH3:39])[cH:26]4)[NH:22]3)[c:9]([OH:16])[c:10]3[cH:11][cH:12][cH:13][cH:14][c:15]23)[CH2:2][CH2:3]1. The reactants are Br, C[Si](C)(C)C=[N+]=[N-], CC#N, CCCCCC, CC(=O)O, O=C(Cl)COc1ccccc1. Yields the product O=C(CBr)COc1ccccc1. RXN SMILES: [BrH:19].[CH3:12][Si:13]([CH:14]=[N+:15]=[N-:16])([CH3:17])[CH3:18].[CH3:20][C:21]#[N:22].[CH3:23][CH2:24][CH2:25][CH2:26][CH2:27][CH3:28].[CH3:29][C:30](=[O:31])[OH:32].[O:1]([c:2]1[cH:3][cH:4][cH:5][cH:6][cH:7]1)[CH2:8][C:9](=[O:10])[Cl:11]>>[O:1]([c:2]1[cH:3][cH:4][cH:5][cH:6][cH:7]1)[CH2:8][C:9](=[O:10])[CH2:12][Br:19]. Reactants: COC(C=1C(C(=O)OC)=C(C=CC1)O)=O (3-hydroxyphthalic acid dimethyl ester), C([O-])([O-])=O.[K+].[K+] (potassium carbonate), ClC1=CC=C(CCl)C=C1 (4-chlorobenzyl chloride). The solvent is CC(=O)C (acetone). Yields the product COC(C=1C(C(=O)OC)=C(C=CC1)OCC1=CC=C(C=C1)Cl)=O (3-(4-chloro-benzyloxy)-phthalic acid dimethyl ester). Isolated yield 109.1%. As a reaction SMILES: [CH3:1][O:2][C:3](=[O:15])[C:4]1[C:5](=[C:10]([OH:14])[CH:11]=[CH:12][CH:13]=1)[C:6]([O:8][CH3:9])=[O:7].C(=O)([O-])[O-].[K+].[K+].[Cl:22][C:23]1[CH:30]=[CH:29][C:26]([CH2:27]Cl)=[CH:25][CH:24]=1>CC(C)=O>[CH3:1][O:2][C:3](=[O:15])[C:4]1[C:5](=[C:10]([O:14][CH2:27][C:26]2[CH:29]=[CH:30][C:23]([Cl:22])=[CH:24][CH:25]=2)[CH:11]=[CH:12][CH:13]=1)[C:6]([O:8][CH3:9])=[O:7] |f:1.2.3|. Procedure: To a stirred suspension of 3-hydroxyphthalic acid dimethyl ester (1.3 g, 6.3 mmol) in acetone (20 mL) and potassium carbonate (2.6 g, 19 mmol) was added 4-chlorobenzyl chloride (1.1 g, 6.6 mmol) and refluxed overnight. The solvent was evaporated and the residue was partitioned between water (100 mL) and ethyl acetate (150 mL) and washed with water (2×100 mL). The combined organic phases was dried, concentrated and purified by flash column chromatography (EtOAc/Hexane) to give 3-(4-chloro-benzylo...